Dataset: the Open Reaction Database (ORD), a public repository of structured organic reaction records. Task: describe an organic reaction: reactants, conditions, products, and yield Reactants: BrC=1C=C(C(C=O)=CC1)O (4-Bromosalicylaldehyde), C([O-])([O-])=O.[K+].[K+] (Potassium carbonate), C(C=C)Br (Allyl bromide). Run in CN(C=O)C (N,N-dimethylformamide), O (water). Run at time 17 hour. Yields the product C(C=C)OC1=C(C=O)C=CC(=C1)Br (2-(allyloxy)-4-bromobenzaldehyde). Yield: 100.2%. As a reaction SMILES: [Br:1][C:2]1[CH:3]=[C:4]([OH:10])[C:5](=[CH:8][CH:9]=1)[CH:6]=[O:7].C(=O)([O-])[O-].[K+].[K+].[CH2:17](Br)[CH:18]=[CH2:19]>CN(C)C=O.O>[CH2:19]([O:10][C:4]1[CH:3]=[C:2]([Br:1])[CH:9]=[CH:8][C:5]=1[CH:6]=[O:7])[CH:18]=[CH2:17] |f:1.2.3|. Procedure details: 4-Bromosalicylaldehyde (4.02 g, 20.0 mmol) [prepared from 3-bromophenyl analogous to the procedure of Casiraghi, et. al. Journal of the Chemical Society, Perkin Transactions 1: Organic and Bio-Organic Chemistry (1978), 318-21] was dissolved in anhydrous N,N-dimethylformamide (13 mL). Potassium carbonate (3.9 g, 28.0 mmol) was added as a solid to give a yellow suspension. Allyl bromide (2.6 mL, 3.63 g, 30.0 mmol) was added via syringe. The reaction stirred for 17 h at room temperature and was the... Reactants: O=C(CBr)c1ccccn1, Br, O=C([O-])[O-], CCOC(C)=O, [Cs+], [Cs+], CC(C)(C)OC(=O)N1CCNCC1, CN(C)C=O, O. The product is CC(C)(C)OC(=O)N1CCN(CC(=O)c2ccccn2)CC1. As a reaction SMILES: [Br:21][CH2:22][C:23](=[O:24])[c:25]1[n:26][cH:27][cH:28][cH:29][cH:30]1.[BrH:20].[C:14](=[O:15])([O-:16])[O-:17].[CH3:37][CH2:38][O:39][C:40](=[O:41])[CH3:42].[Cs+:18].[Cs+:19].[N:1]1([C:7](=[O:8])[O:9][C:10]([CH3:11])([CH3:12])[CH3:13])[CH2:2][CH2:3][NH:4][CH2:5][CH2:6]1.[O:31]=[CH:32][N:33]([CH3:34])[CH3:35].[OH2:36]>>[N:1]1([C:7](=[O:8])[O:9][C:10]([CH3:11])([CH3:12])[CH3:13])[CH2:2][CH2:3][N:4]([CH2:22][C:23](=[O:24])[c:25]2[n:26][cH:27][cH:28][cH:29][cH:30]2)[CH2:5][CH2:6]1. Reactants: [Na].[K].C1(C=2C(C(N1CS(=O)(=O)O)=O)=CC=CC2)=O (phthalimidomethanesulfonic acid potassium sodium), P(Cl)(Cl)(Cl)(Cl)Cl (phosphorus pentachloride), P(Cl)(Cl)(Cl)(Cl)Cl (phosphorus pentachloride). Solvent: C1=CC=CC=C1 (benzene). Conditions: time 1.5 hour. Product: C1(C=2C(C(N1CS(=O)(=O)Cl)=O)=CC=CC2)=O (phthalimidomethanesulfonyl chloride). As a reaction SMILES: [Na].[K].[C:3]1(=[O:18])[N:7]([CH2:8][S:9](O)(=[O:11])=[O:10])[C:6](=[O:13])[C:5]2=[CH:14][CH:15]=[CH:16][CH:17]=[C:4]12.P(Cl)(Cl)(Cl)(Cl)[Cl:20]>C1C=CC=CC=1>[C:3]1(=[O:18])[N:7]([CH2:8][S:9]([Cl:20])(=[O:11])=[O:10])[C:6](=[O:13])[C:5]2=[CH:14][CH:15]=[CH:16][CH:17]=[C:4]12 |f:0.1.2,^1:0,1|. Procedure details: To 41.7 g. (0.15 mol.) of phthalimidomethanesulfonic acid potassium sodium 220 ml. of dry benzene is added 22.5 g. (0.132 mol.) of phosphorus pentachloride. The reaction mixture is refluxed on a steam bath for one hour, then an additional 22.5 g. of phosphorus pentachloride is added and heating is continued for 1.5 hours. The reaction mixture is evaporated to dryness, crushed ice is added to the residue and the slurry is filtered. The product is washed with water to give phthalimidomethanesulfon... Starting materials: COC(=O)c1ccc(-c2ccc(Cl)cc2)cc1OC1CCN(C(=O)OC(C)(C)C)CC1, Cl, [Na+], C1COCCO1, [OH-]. Product: CC(C)(C)OC(=O)N1CCC(Oc2cc(-c3ccc(Cl)cc3)ccc2C(=O)O)CC1. RXN SMILES: [C:1]([CH3:2])([CH3:3])([CH3:4])[O:5][C:6](=[O:7])[N:8]1[CH2:9][CH2:10][CH:11]([O:14][c:15]2[c:16]([C:17](=[O:18])[O:19][CH3:20])[cH:21][cH:22][c:23](-[c:25]3[cH:26][cH:27][c:28]([Cl:31])[cH:29][cH:30]3)[cH:24]2)[CH2:12][CH2:13]1.[ClH:34].[Na+:33].[O:35]1[CH2:36][CH2:37][O:38][CH2:39][CH2:40]1.[OH-:32]>>[C:1]([CH3:2])([CH3:3])([CH3:4])[O:5][C:6](=[O:7])[N:8]1[CH2:9][CH2:10][CH:11]([O:14][c:15]2[c:16]([C:17](=[O:18])[OH:19])[cH:21][cH:22][c:23](-[c:25]3[cH:26][cH:27][c:28]([Cl:31])[cH:29][cH:30]3)[cH:24]2)[CH2:12][CH2:13]1. The reactants are BrB(Br)Br, ClCCl, COc1ccc(F)cc1-c1ccc(S(=O)(=O)c2ccccc2)c(F)c1. The product is O=S(=O)(c1ccccc1)c1ccc(-c2cc(F)ccc2O)cc1F. RXN SMILES: [B:26]([Br:27])([Br:28])[Br:29].[Cl:30][CH2:31][Cl:32].[F:1][c:2]1[cH:3][c:4](-[c:17]2[c:18]([O:24][CH3:25])[cH:19][cH:20][c:21]([F:23])[cH:22]2)[cH:5][cH:6][c:7]1[S:8](=[O:9])(=[O:10])[c:11]1[cH:12][cH:13][cH:14][cH:15][cH:16]1>>[F:1][c:2]1[cH:3][c:4](-[c:17]2[c:18]([OH:24])[cH:19][cH:20][c:21]([F:23])[cH:22]2)[cH:5][cH:6][c:7]1[S:8](=[O:9])(=[O:10])[c:11]1[cH:12][cH:13][cH:14][cH:15][cH:16]1.